From a dataset of the Open Reaction Database (ORD), a public repository of structured organic reaction records. describe an organic reaction: reactants, conditions, products, and yield Starting materials: C(#N)C1=CC=C(C(=O)Cl)C=C1 (4-cyanobenzoyl chloride), N (ammonia), Cl.Cl.C(C(C)(C)C)(=O)OCN1C(=NC=C1)[C@@H]1NC=2C=CC=CC2[C@H]2[C@@H]1CCN2C(=O)[C@@H]2[C@@H](CCCC2)N ([2-((3aR,4R,9bR)-1-{[(1S,2R)-2-aminocyclohexyl]carbonyl}-2,3,3a,4,5,9b-hexahydro-1H-pyrrolo[3,2-c]quinolin-4-yl)-1H-imidazol-1-yl]methyl pivalate dihydrochloride). The solvent is C([O-])([O-])=O.[Na+].[Na+] (sodium carbonate), C(C)(=O)OCC (ethyl acetate), CO (methanol). Reaction conditions: time 2 hour. Yields the product C(#N)C1=CC=C(C(=O)N[C@H]2[C@H](CCCC2)C(=O)N2CC[C@@H]3[C@@H](NC=4C=CC=CC4[C@@H]32)C=3NC=CN3)C=C1 (4-Cyano-N-((1R,2S)-2-{[(3aR,4R,9bR)-4-(1H-imidazol-2-yl)-2,3,3a,4,5,9b-hexahydro-1H-pyrrolo[3,2-c]quinolin-1-yl]carbonyl}cyclohexyl)benzamide). Yield: 94.3%. As a reaction SMILES: Cl.Cl.C(OC[N:11]1[CH:15]=[CH:14][N:13]=[C:12]1[C@H:16]1[C@H:25]2[CH2:26][CH2:27][N:28]([C:29]([C@H:31]3[CH2:36][CH2:35][CH2:34][CH2:33][C@H:32]3[NH2:37])=[O:30])[C@H:24]2[C:23]2[CH:22]=[CH:21][CH:20]=[CH:19][C:18]=2[NH:17]1)(=O)C(C)(C)C.[C:38]([C:40]1[CH:48]=[CH:47][C:43]([C:44](Cl)=[O:45])=[CH:42][CH:41]=1)#[N:39].N>C(OCC)(=O)C.C(=O)([O-])[O-].[Na+].[Na+].CO>[C:38]([C:40]1[CH:48]=[CH:47][C:43]([C:44]([NH:37][C@@H:32]2[CH2:33][CH2:34][CH2:35][CH2:36][C@@H:31]2[C:29]([N:28]2[C@@H:24]3[C@@H:25]([C@H:16]([C:12]4[NH:13][CH:14]=[CH:15][N:11]=4)[NH:17][C:18]4[CH:19]=[CH:20][CH:21]=[CH:22][C:23]=43)[CH2:26][CH2:27]2)=[O:30])=[O:45])=[CH:42][CH:41]=1)#[N:39] |f:0.1.2,6.7.8|. Procedure details: [2-((3aR,4R,9bR)-1-{[(1S,2R)-2-aminocyclohexyl]carbonyl}-2,3,3a,4,5,9b-hexahydro-1H-pyrrolo[3,2-c]quinolin-4-yl)-1H-imidazol-1-yl]methyl pivalate dihydrochloride (7.16 g, 13.0 mmol) was dissolved in ethyl acetate (170 ml) and 10% aqueous sodium carbonate solution (140 ml), and 4-cyanobenzoyl chloride (2.59 g, 15.6 mmol) was added under ice-cooling. The reaction mixture was stirred at room temperature for 2 hrs., and the separated aqueous layer was extracted with ethyl acetate. The combined organ... The reactants are CC(C)([O-])C.[K+] (potassium tert-butoxide), solution, ClCC=1N(C2=C(C=NC=3C=CC=CC23)N1)CCNC(OC(C)(C)C)=O (tert-butyl 2-[2-(chloromethyl)-1H-imidazo[4,5-c]quinolin-1-yl]ethylcarbamate). Solvent: C1CCOC1 (THF), C1CCOC1 (THF). Reaction conditions: temperature 0 celsius, time 3 hour. Yields the product C1=C2C3=C(C=NC2=CC=C1)N=C1N3CCN(C1)C(=O)OC(C)(C)C (tert-butyl 10,11-dihydropyrazino[1′,2′:1,2]imidazo[4,5-c]quinoline-9(8H)-carboxylate). Isolated yield 59.8%. RXN SMILES: Cl[CH2:2][C:3]1[N:4]([CH2:16][CH2:17][NH:18][C:19](=[O:25])[O:20][C:21]([CH3:24])([CH3:23])[CH3:22])[C:5]2[C:14]3[CH:13]=[CH:12][CH:11]=[CH:10][C:9]=3[N:8]=[CH:7][C:6]=2[N:15]=1.CC(C)([O-])C.[K+]>C1COCC1>[CH:13]1[CH:12]=[CH:11][CH:10]=[C:9]2[C:14]=1[C:5]1[N:4]3[CH2:16][CH2:17][N:18]([C:19]([O:20][C:21]([CH3:24])([CH3:23])[CH3:22])=[O:25])[CH2:2][C:3]3=[N:15][C:6]=1[CH:7]=[N:8]2 |f:1.2|. Reported procedure: Under a nitrogen atmosphere, a solution of tert-butyl 2-[2-(chloromethyl)-1H-imidazo[4,5-c]quinolin-1-yl]ethylcarbamate (54.94 g, 152.3 mmol) in THF (400 mL) was cooled to 0° C.; a solution of potassium tert-butoxide (18.79 g of a 1 M solution in THF, 167.5 mmol) was added slowly. The reaction was stirred at 0° C. for three hours and then at ambient temperature overnight. The THF was removed under reduced pressure, and a 1:1 mixture of water and saturated aqueous sodium bicarbonate was added. Th... Reactants: COc1cc(OCCF)ccc1CNC(=O)OC(C)(C)C, CC(=O)O, Cl. Yields the product Cl, COc1cc(OCCF)ccc1CN. RXN SMILES: [C:1]([O:2][C:3](=[O:4])[NH:7][CH2:8][c:9]1[c:10]([O:19][CH3:20])[cH:11][c:12]([O:15][CH2:16][CH2:17][F:18])[cH:13][cH:14]1)([CH3:5])([CH3:6])[CH3:21].[CH3:23][C:24](=[O:25])[OH:26].[ClH:22]>>[ClH:22].[NH2:7][CH2:8][c:9]1[c:10]([O:19][CH3:20])[cH:11][c:12]([O:15][CH2:16][CH2:17][F:18])[cH:13][cH:14]1. Starting materials: C(C)OC(=O)N1C(C(C2=CC(=CC=C12)Cl)C(=O)OCC)=O (diethyl-5-chloro-2-oxoindoline-1,3-dicarboxylate), intermediate 50, CN(C=O)C (N,N-dimethylformamide), BrCC(=O)OC(C)(C)C (tert-butyl bromoacetate). Run in O (Water). Reaction conditions: time 1 hour. Yields the product C(C)OC(=O)N1C(C(C2=CC(=CC=C12)Cl)(C(=O)OCC)CC(=O)OC(C)(C)C)=O (Diethyl-3-(2-tert-butoxy-2-oxoethyl)-5-chloro-2-oxoindoline-1,3-dicarboxylate). RXN SMILES: [CH2:1]([O:3][C:4]([N:6]1[C:14]2[C:9](=[CH:10][C:11]([Cl:15])=[CH:12][CH:13]=2)[CH:8]([C:16]([O:18][CH2:19][CH3:20])=[O:17])[C:7]1=[O:21])=[O:5])[CH3:2].CN(C)C=O.Br[CH2:28][C:29]([O:31][C:32]([CH3:35])([CH3:34])[CH3:33])=[O:30]>O>[CH2:1]([O:3][C:4]([N:6]1[C:14]2[C:9](=[CH:10][C:11]([Cl:15])=[CH:12][CH:13]=2)[C:8]([CH2:28][C:29]([O:31][C:32]([CH3:35])([CH3:34])[CH3:33])=[O:30])([C:16]([O:18][CH2:19][CH3:20])=[O:17])[C:7]1=[O:21])=[O:5])[CH3:2]. Reported procedure: To a solution of diethyl-5-chloro-2-oxoindoline-1,3-dicarboxylate, intermediate 50, (5.0 g, 16.04 mmol) in anhydrous N,N-dimethylformamide (80 ml) 1,8-diazabicyclo[5.4.0]undec-7-ene (2.63 ml, 17.64 mmol) was added dropwise at ambient temperature at such a rate that the internal temperature remained below 30° C. After continuous stirring at ambient temperature for one hour the solution was treated with tert-butyl bromoacetate (2.73 ml, 18.45 mmol) and stirring was allowed to continue for 72 h. Wa... The reactants are COC(=O)C1=CC=CC=2N=NSC21 (7-methoxycarbonylbenzo-1,2,3-thiadiazole), O.NN (hydrazine hydrate). Solvent: O (water). Conditions: time 6 hour. The product is S1N=NC2=C1C(=CC=C2)C(=O)NN (benzo-1,2,3-thiadiazole-7-carboxylic acid hydrazide). The yield is 90.7%. As a reaction SMILES: C[O:2][C:3]([C:5]1[C:13]2[S:12][N:11]=[N:10][C:9]=2[CH:8]=[CH:7][CH:6]=1)=O.O.[NH2:15][NH2:16]>O>[S:12]1[C:13]2[C:5]([C:3]([NH:15][NH2:16])=[O:2])=[CH:6][CH:7]=[CH:8][C:9]=2[N:10]=[N:11]1 |f:1.2|. Reported procedure: 9.7 g of 7-methoxycarbonylbenzo-1,2,3-thiadiazole are reacted for 19 hours with 4.8 g of hydrazine hydrate in 30 ml of water at 50° C. and then for a further 6 hours at 80°-90° C. The suspension is cooled slightly, filtered while hot and washed with water to give 8.8 g of white crystals having a melting point of 270°-272° C. Starting materials: N-isobutyrylpropyleneimine, O1CCCC1 (tetrahydrofuran), C(CCC)[Li] (n-butyllithium), O (water), IC=1C=C(C(=O)O)C=CC1 (m-iodobenzoic acid), O1CCCC1 (tetrahydrofuran). The solvent is CCCCCC (hexane). Run at temperature -70 celsius, time 30 minute. Product: crude product, C(C(C)C)(=O)C=1C=C(C(=O)O)C=CC1 (m-isobutyrylbenzoic acid). Reaction SMILES: I[C:2]1[CH:3]=[C:4]([CH:8]=[CH:9][CH:10]=1)[C:5]([OH:7])=[O:6].[O:11]1[CH2:15][CH2:14][CH2:13]C1.[CH2:16]([Li])CCC.O>CCCCCC>[C:15]([C:2]1[CH:3]=[C:4]([CH:8]=[CH:9][CH:10]=1)[C:5]([OH:7])=[O:6])(=[O:11])[CH:14]([CH3:16])[CH3:13]. Procedure details: A mixture comprising 2.48 g of m-iodobenzoic acid and 40 ml of tetrahydrofuran was cooled to −70° C., then 13.8 ml of n-butyllithium (1.6 M-n-hexane solution) was dropwise added over a period of 10 minutes, followed by stirring at the same temperature for 30 minutes. Then, a mixture comprising 1.5 g of N-isobutyrylpropyleneimine and 5 ml of tetrahydrofuran was added thereto at −70° C., and then the temperature was raised to room temperature, and a reaction was carried out overnight. After comple... Starting materials: solution, Cl (hydrochloric acid), C1(=CC=CC=C1)CC(=O)N[C@H]1[C@@H]2N(C(=C(CS2)CSC2=NC=CC=N2)C(=O)OC(C)(C)C)C1=O (tert-butyl (6R,7R)-7-phenylacetamido-3-(pyrimidin-2-yl)thiomethyl-ceph-3-em-4-carboxylate). The reagents and catalysts are [Ti](Cl)(Cl)(Cl)Cl (titanium tetrachloride). The solvent is O (water), ClCCl (dichloromethane), ClCCl (dichloromethane), C1(=CC=CC=C1)OC (anisole). Run at temperature 0 celsius, time 3.5 hour. Yields the product C1(=CC=CC=C1)CC(=O)N[C@H]1[C@@H]2N(C(=C(CS2)CSC2=NC=CC=N2)C(=O)O)C1=O ((6R,7R)-7-phenylacetamido-3-(pyrimidin-2-yl)thiomethyl-ceph-3-em-4-carboxylic acid). Isolated yield 127.9%. Reaction SMILES: [C:1]1([CH2:7][C:8]([NH:10][C@@H:11]2[C:33](=[O:34])[N:13]3[C:14]([C:26]([O:28]C(C)(C)C)=[O:27])=[C:15]([CH2:18][S:19][C:20]4[N:25]=[CH:24][CH:23]=[CH:22][N:21]=4)[CH2:16][S:17][C@H:12]23)=[O:9])[CH:6]=[CH:5][CH:4]=[CH:3][CH:2]=1.Cl>ClCCl.C1(OC)C=CC=CC=1.O.[Ti](Cl)(Cl)(Cl)Cl>[C:1]1([CH2:7][C:8]([NH:10][C@@H:11]2[C:33](=[O:34])[N:13]3[C:14]([C:26]([OH:28])=[O:27])=[C:15]([CH2:18][S:19][C:20]4[N:25]=[CH:24][CH:23]=[CH:22][N:21]=4)[CH2:16][S:17][C@H:12]23)=[O:9])[CH:2]=[CH:3][CH:4]=[CH:5][CH:6]=1. Procedure: A stirred solution of tert-butyl (6R,7R)-7-phenylacetamido-3-(pyrimidin-2-yl)thiomethyl-ceph-3-em-4-carboxylate (3.5 g, purity 53%, 3.71 mmol) in dichloromethane (150 ml) and anisole (4.65 ml) was cooled to O° C. A solution of titanium tetrachloride (2.3 ml, 21 mmol) in dichloromethane (10 ml) was added. After stirring for 3.5 h at 0° C., the suspension was mixed with a chilled 2 M solution of hydrochloric acid in water. The organic phase was separated and washed with a 1 M solution of hydrochlo... Reactants: CC(C)(C)C(O[SiH](c1ccccc1)c1ccccc1)c1oc(-c2ccccc2)nc1CO, CCCCP(CCCC)CCCC, Cc1oc(-c2ccccc2)nc1COc1ccc(O)cc1, O=C(N=NC(=O)N1CCCCC1)N1CCCCC1, C1CCOC1. The product is Cc1oc(-c2ccccc2)nc1COc1ccc(OCc2nc(-c3ccccc3)oc2C(O[SiH](c2ccccc2)c2ccccc2)C(C)(C)C)cc1. Reaction SMILES: [C:1]([CH3:2])([CH3:3])([CH3:4])[CH:5]([c:6]1[c:7]([CH2:17][OH:18])[n:8][c:9](-[c:11]2[cH:12][cH:13][cH:14][cH:15][cH:16]2)[o:10]1)[O:19][SiH:20]([c:21]1[cH:22][cH:23][cH:24][cH:25][cH:26]1)[c:27]1[cH:28][cH:29][cH:30][cH:31][cH:32]1.[CH2:33]([P:34]([CH2:35][CH2:36][CH2:37][CH3:38])[CH2:39][CH2:40][CH2:41][CH3:42])[CH2:43][CH2:44][CH3:45].[CH3:46][c:47]1[c:48]([CH2:58][O:59][c:60]2[cH:61][cH:62][c:63]([OH:66])[cH:64][cH:65]2)[n:49][c:50](-[c:52]2[cH:53][cH:54][cH:55][cH:56][cH:57]2)[o:51]1.[N:67]([C:68]([N:69]1[CH2:70][CH2:71][CH2:72][CH2:73][CH2:74]1)=[O:75])=[N:76][C:77]([N:78]1[CH2:79][CH2:80][CH2:81][CH2:82][CH2:83]1)=[O:84].[O:85]1[CH2:86][CH2:87][CH2:88][CH2:89]1>>[C:1]([CH3:2])([CH3:3])([CH3:4])[CH:5]([c:6]1[c:7]([CH2:17][O:18][c:63]2[cH:62][cH:61][c:60]([O:59][CH2:58][c:48]3[c:47]([CH3:46])[o:51][c:50](-[c:52]4[cH:53][cH:54][cH:55][cH:56][cH:57]4)[n:49]3)[cH:65][cH:64]2)[n:8][c:9](-[c:11]2[cH:12][cH:13][cH:14][cH:15][cH:16]2)[o:10]1)[O:19][SiH:20]([c:21]1[cH:22][cH:23][cH:24][cH:25][cH:26]1)[c:27]1[cH:28][cH:29][cH:30][cH:31][cH:32]1.